Dataset: the Open Reaction Database (ORD), a public repository of structured organic reaction records. Task: describe an organic reaction: reactants, conditions, products, and yield Reactants: CC(C)(C)C(=O)Cl, Cc1cnc(=O)n(C2CC(N=[N+]=[N-])C(CO)O2)c1, c1ccncc1. Product: Cc1cnc(=O)n(C2CC(N=[N+]=[N-])C(COC(=O)C(C)(C)C)O2)c1. Reaction SMILES: [C:19]([C:20]([CH3:21])([CH3:22])[CH3:23])(=[O:24])[Cl:25].[N:1](=[N+:2]=[N-:3])[CH:4]1[CH2:5][CH:6]([n:11]2[c:12](=[O:18])[n:13][cH:14][c:15]([CH3:17])[cH:16]2)[O:7][CH:8]1[CH2:9][OH:10].[cH:26]1[cH:27][cH:28][n:29][cH:30][cH:31]1>>[N:1](=[N+:2]=[N-:3])[CH:4]1[CH2:5][CH:6]([n:11]2[c:12](=[O:18])[n:13][cH:14][c:15]([CH3:17])[cH:16]2)[O:7][CH:8]1[CH2:9][O:10][C:19]([C:20]([CH3:21])([CH3:22])[CH3:23])=[O:24]. Reactants: COCN(c1cc(Cl)cnc1Br)S(=O)(=O)c1ccc(Cl)c(C(F)(F)F)c1, C1CCOC1, CON(C)C(=O)c1ccccc1SC, CC(C)[Mg+], [Cl-]. The product is COCN(c1cc(Cl)cnc1C(=O)c1ccccc1SC)S(=O)(=O)c1ccc(Cl)c(C(F)(F)F)c1. As a reaction SMILES: [Br:1][c:2]1[n:3][cH:4][c:5]([Cl:26])[cH:6][c:7]1[N:8]([S:9](=[O:10])(=[O:11])[c:12]1[cH:13][c:14]([C:19]([F:20])([F:21])[F:22])[c:15]([Cl:18])[cH:16][cH:17]1)[CH2:23][O:24][CH3:25].[CH2:46]1[O:47][CH2:48][CH2:49][CH2:50]1.[CH3:32][O:33][N:34]([C:35]([c:36]1[c:37]([S:42][CH3:43])[cH:38][cH:39][cH:40][cH:41]1)=[O:44])[CH3:45].[CH:28]([Mg+:29])([CH3:30])[CH3:31].[Cl-:27]>>[c:2]1([C:35]([c:36]2[c:37]([S:42][CH3:43])[cH:38][cH:39][cH:40][cH:41]2)=[O:44])[n:3][cH:4][c:5]([Cl:26])[cH:6][c:7]1[N:8]([S:9](=[O:10])(=[O:11])[c:12]1[cH:13][c:14]([C:19]([F:20])([F:21])[F:22])[c:15]([Cl:18])[cH:16][cH:17]1)[CH2:23][O:24][CH3:25]. Starting materials: C(C)OC(=O)C1=C(C2=C(C(=N1)Br)N=C(S2)C)O (4-Bromo-7-hydroxy-2-methyl-thiazolo[4,5-c]pyridine-6-carboxylic acid ethyl ester), C(CCC)[Sn](C1=CC=CC=C1)(CCCC)CCCC (tributylphenyl tin). Yields the product C(C)OC(=O)C1=C(C2=C(C(=N1)C1=CC=CC=C1)N=C(S2)C)O (7-Hydroxy-2-methyl-4-phenyl-thiazolo[4,5-c]pyridine-6-carboxylic acid ethyl ester). As a reaction SMILES: [CH2:1]([O:3][C:4]([C:6]1[N:11]=[C:10](Br)[C:9]2[N:13]=[C:14]([CH3:16])[S:15][C:8]=2[C:7]=1[OH:17])=[O:5])[CH3:2].C([Sn](CCCC)(CCCC)[C:23]1[CH:28]=[CH:27][CH:26]=[CH:25][CH:24]=1)CCC>>[CH2:1]([O:3][C:4]([C:6]1[N:11]=[C:10]([C:23]2[CH:28]=[CH:27][CH:26]=[CH:25][CH:24]=2)[C:9]2[N:13]=[C:14]([CH3:16])[S:15][C:8]=2[C:7]=1[OH:17])=[O:5])[CH3:2]. Reported procedure: The title compound was prepared from 4-Bromo-7-hydroxy-2-methyl-thiazolo[4,5-c]pyridine-6-carboxylic acid ethyl ester and tributylphenyl tin under conditions analogous to the experimental procedure found in example 169(a). MS (ESI+): m/z 315.1 (M+1). The reactants are C([O-])([O-])=O.[K+].[K+] (potassium carbonate), BrCCOC1=C(C(=O)OC)C=CC=C1 (methyl 2-(2-bromoethoxy)benzoate), FC(C(=O)O)(F)F.C(CCC)OC1=NC(=C2N=C(NC2=N1)OC)N (2-Butoxy-8-methoxy-9H-purin-6-amine trifluoroacetate). Solvent: CN(C=O)C (dimethylformamide). Reaction conditions: time 96 hour. Product: NC1=C2N=C(N(C2=NC(=N1)OCCCC)CCOC1=C(C(=O)OC)C=CC=C1)OC (Methyl 2-[2-(6-amino-2-butoxy-8-methoxy-9H-purin-9-yl)ethoxy]benzoate). RXN SMILES: FC(F)(F)C(O)=O.[CH2:8]([O:12][C:13]1[N:21]=[C:20]2[C:16]([N:17]=[C:18]([O:22][CH3:23])[NH:19]2)=[C:15]([NH2:24])[N:14]=1)[CH2:9][CH2:10][CH3:11].C(=O)([O-])[O-].[K+].[K+].Br[CH2:32][CH2:33][O:34][C:35]1[CH:44]=[CH:43][CH:42]=[CH:41][C:36]=1[C:37]([O:39][CH3:40])=[O:38]>CN(C)C=O>[NH2:24][C:15]1[N:14]=[C:13]([O:12][CH2:8][CH2:9][CH2:10][CH3:11])[N:21]=[C:20]2[C:16]=1[N:17]=[C:18]([O:22][CH3:23])[N:19]2[CH2:32][CH2:33][O:34][C:35]1[CH:44]=[CH:43][CH:42]=[CH:41][C:36]=1[C:37]([O:39][CH3:40])=[O:38] |f:0.1,2.3.4|. Procedure details: The compound obtained in Example 2-1 step (v) was dissolved in dimethylformamide (50 ml), and potassium carbonate (3.52 g) and methyl 2-(2-bromoethoxy)benzoate (2.2 g) were added thereto. The mixture was stirred at room temperature for 96 hours and partitioned between ethyl acetate and 2M hydrochloric acid. The organic layer was dried and concentrated under reduced pressure. The residue was dissolved in methanol and purified by RPHPLC to give the titled compound. Yield: 0.768 g (22%). Yields the product COC=1C=C(C=C(C1OCC#C)OC)/C=C/C(C)=O ((3E)-4-(3,5-dimethoxy-4-prop-2-ynyloxy-phenyl)-but-3-en-2-one). As a reaction SMILES: [OH-].[Na+].[CH3:3][O:4][C:5]1[CH:6]=[C:7]([CH:10]=[C:11]([O:17][CH3:18])[C:12]=1[O:13][CH2:14][C:15]#[CH:16])[CH:8]=O.[CH3:19][C:20]([CH3:22])=[O:21].Cl>C(OCC)(=O)C.CCCCCC.C(O)C>[CH3:3][O:4][C:5]1[CH:6]=[C:7](/[CH:8]=[CH:19]/[C:20](=[O:21])[CH3:22])[CH:10]=[C:11]([O:17][CH3:18])[C:12]=1[O:13][CH2:14][C:15]#[CH:16] |f:0.1,5.6|. Procedure details: To an aqueous 10% sodium hydroxide solution (4.3 mL, 1.0 M) was added slowly dropwise a mixture of an ethanol (4.3 mL, 1.0 M) solution of 3,5-dimethoxy-4-prop-2-ynyloxybenzaldehyde (0.95 g, 4.3 mmol) and acetone (1.27 mL, 17.3 mmol), and the resultant mixture was stirred for 1 hour at room temperature, followed by addition of 10% hydrochloric acid. The mixture was then extracted with ethyl acetate, washed with saturated saline, dried over magnesium sulfate, and evaporated under reduced pressure ... The yield is 54.1%. Reactants: [OH-].[Na+] (sodium hydroxide), resultant mixture, Cl (hydrochloric acid), COC=1C=C(C=O)C=C(C1OCC#C)OC (3,5-dimethoxy-4-prop-2-ynyloxybenzaldehyde), CC(=O)C (acetone). The solvent is C(C)O (ethanol), C(C)(=O)OCC.CCCCCC (ethyl acetate hexane). The yield is 76.0%. The product is C(C)N(C(C1=C(C=C(C(=C1)OC1CCCC1)OC)C(CC)O)=O)CC (N,N-Diethyl-5-cyclopentyloxy-2-(1-hydroxypropyl)-4methoxy-benzamide). Procedure details: Operating analogously to example 31 using 5-cyclopentyloxy-N,N-diethyl-2-formyl-4-methoxy-benzamide, obtained as described in example 4, product B, and ethyl-magnesium bromide the title product was obtained (yield 76%). Reactants: C1(CCCC1)OC=1C(=CC(=C(C(=O)N(CC)CC)C1)C=O)OC (5-cyclopentyloxy-N,N-diethyl-2-formyl-4-methoxy-benzamide), product B, C(C)[Mg]Br (ethyl-magnesium bromide). As a reaction SMILES: [CH:1]1([O:6][C:7]2[C:8]([O:22][CH3:23])=[CH:9][C:10]([CH:20]=[O:21])=[C:11]([CH:19]=2)[C:12]([N:14]([CH2:17][CH3:18])[CH2:15][CH3:16])=[O:13])[CH2:5][CH2:4][CH2:3][CH2:2]1.[CH2:24]([Mg]Br)[CH3:25]>>[CH2:15]([N:14]([CH2:17][CH3:18])[C:12](=[O:13])[C:11]1[CH:19]=[C:7]([O:6][CH:1]2[CH2:2][CH2:3][CH2:4][CH2:5]2)[C:8]([O:22][CH3:23])=[CH:9][C:10]=1[CH:20]([OH:21])[CH2:24][CH3:25])[CH3:16].